Task: describe an organic reaction: reactants, conditions, products, and yield. Dataset: the Open Reaction Database (ORD), a public repository of structured organic reaction records Reactants: C(C=C)C1=C2C(=NC=NC2=CC(=C1O)OC)NC1=CC(=C(C=C1)F)Cl (5-allyl-4-(3-chloro-4-fluoro-phenylamino)-7-methoxy-quinazolin-6-ol), C(=O)([O-])[O-].[K+].[K+] (K2CO3), CI (methyl iodide). RXN SMILES: [CH2:1]([C:4]1[C:13]([OH:14])=[C:12]([O:15][CH3:16])[CH:11]=[C:10]2[C:5]=1[C:6]([NH:17][C:18]1[CH:23]=[CH:22][C:21]([F:24])=[C:20]([Cl:25])[CH:19]=1)=[N:7][CH:8]=[N:9]2)[CH:2]=[CH2:3].[C:26]([O-])([O-])=O.[K+].[K+].CI>CC(C)=O>[CH2:1]([C:4]1[C:13]([O:14][CH3:26])=[C:12]([O:15][CH3:16])[CH:11]=[C:10]2[C:5]=1[C:6]([NH:17][C:18]1[CH:23]=[CH:22][C:21]([F:24])=[C:20]([Cl:25])[CH:19]=1)=[N:7][CH:8]=[N:9]2)[CH:2]=[CH2:3] |f:1.2.3|. Yields the product C(C=C)C1=C2C(=NC=NC2=CC(=C1OC)OC)NC1=CC(=C(C=C1)F)Cl ((5-allyl-6,7-dimethoxy-quinazolin-4-yl)-(3-chloro-4-fluoro-phenyl)-amine). Conditions: temperature 90 celsius, time 3 hour. Solvent: CC(=O)C (acetone). Procedure: To a solution of 5-allyl-4-(3-chloro-4-fluoro-phenylamino)-7-methoxy-quinazolin-6-ol (0.59 g, 1.63 mmol) (from Example 18, Step D, supra) in acetone (175 mL) was added K2CO3 (0.68 g, 4.91 mmol) and methyl iodide (2.32 g, 16.4 mmol) (Aldrich). The reaction mixture was heated with stirring at 90° C. for 3 hours. The mixture was cooled to room temperature, filtered and the filtrate was concentrated. The residue was purified by chromatography using EtOAc/CH2Cl2/Et3N (1:3:0.01) as eluent to give the ... RXN SMILES: S(=O)(=O)(O)[OH:2].B(F)(F)F.CC[O:12][CH2:13][CH3:14].Br[C:16]12[CH2:25][C:20]3([CH3:26])[CH2:21][CH:22]([CH2:24][C:18]([CH3:27])([CH2:19]3)[CH2:17]1)[CH2:23]2>ClC(Cl)=C>[CH3:27][C:18]12[CH2:24][CH:22]3[CH2:21][C:20]([CH3:26])([CH2:25][C:16]([CH2:14][C:13]([OH:12])=[O:2])([CH2:23]3)[CH2:17]1)[CH2:19]2 |f:1.2|. The product is CC12CC3(CC(CC(C1)(C3)C)C2)CC(=O)O (3,5-dimethyladamantaneacetic acid). The solvent is ClC(=C)Cl (1,1-dichloroethylene). Reactants: S(O)(O)(=O)=O (sulfuric acid), B(F)(F)F.CCOCC (boron trifluoride etherate), BrC12CC3(CC(CC(C1)C3)(C2)C)C (1-bromo-3,5-dimethyladamantane). Reported procedure: Concentrated sulfuric acid (44 mL) and boron trifluoride etherate (3.53 mL) were added to a flask and cooled to 8° C. A solution of 1-bromo-3,5-dimethyladamantane (11.02 g) in 1,1-dichloroethylene (35.3 mL) was added dropwise over a 2 hour period. The temperature was kept between 14 and 18° C. and gas evolution was observed. After stirring 1 hour at 10° C., the reaction was worked up by adding to ice and extracting with diethyl ether. The organic layer was extracted with 1N NaOH (3×), and the co... Run at temperature 8 celsius, time 1 hour. Starting materials: BrBr (bromine), ice, FC1=CC=C(C=C1)N1N=CC=C1C1=CC=C(C=C1)SC (1-(4-fluorophenyl)-5-[4-(methylthio)phenyl]pyrazole). Solvent: ClCCl (dichloromethane), ClCCl (dichloromethane). Reaction conditions: temperature 5 celsius, time 1 hour. The product is BrC=1C=NN(C1C1=CC=C(C=C1)SC)C1=CC=C(C=C1)F (4-bromo-1-(4-fluorophenyl)-5-[4-(methylthio)phenyl]pyrazole). The yield is 63.6%. Reaction SMILES: [Br:1]Br.[F:3][C:4]1[CH:9]=[CH:8][C:7]([N:10]2[C:14]([C:15]3[CH:20]=[CH:19][C:18]([S:21][CH3:22])=[CH:17][CH:16]=3)=[CH:13][CH:12]=[N:11]2)=[CH:6][CH:5]=1>ClCCl>[Br:1][C:13]1[CH:12]=[N:11][N:10]([C:7]2[CH:6]=[CH:5][C:4]([F:3])=[CH:9][CH:8]=2)[C:14]=1[C:15]1[CH:20]=[CH:19][C:18]([S:21][CH3:22])=[CH:17][CH:16]=1. Procedure: A solution of bromine (0.9 g) in dichloromethane (2 ml) was added dropwise to an ice-cooled solution of 1-(4-fluorophenyl)-5-[4-(methylthio)phenyl]pyrazole (1.6 g) in dichloromethane (10 ml). The mixture was stirred at 5° C. for 1 hour, washed with a solution of sodium bisulfite and water, dried, and concentrated in vacuo. The residue (1.9 g) was recrystallized from ethanol to give crystals of 4-bromo-1-(4-fluorophenyl)-5-[4-(methylthio)phenyl]pyrazole (1.3 g). Reactants: ClC1=CC=C(C=C1)S(=O)(=O)NC(C(=O)NC1=CC=C(C=C1)C(=O)OCC)CN1C=NC=C1 ((RS)-2-(4-chlorobenzenesulfonylamino)-N-(4-ethoxycarbonylphenyl)-3-(1H-imidazol-1-yl)propanamide), Cl (HCl). The product is Cl.C(=O)(O)C1=CC=C(C=C1)NC(C(CN1C=NC=C1)NS(=O)(=O)C1=CC=C(C=C1)Cl)=O ((RS)-N-(4-carboxyphenyl)-2-(4-chlorobenzenesulfonylamino)-3-(1H-imidazol-1-yl)propanamide hydrochloride). The yield is 141.0%. RXN SMILES: [Cl:1][C:2]1[CH:7]=[CH:6][C:5]([S:8]([NH:11][CH:12]([CH2:27][N:28]2[CH:32]=[CH:31][N:30]=[CH:29]2)[C:13]([NH:15][C:16]2[CH:21]=[CH:20][C:19]([C:22]([O:24]CC)=[O:23])=[CH:18][CH:17]=2)=[O:14])(=[O:10])=[O:9])=[CH:4][CH:3]=1.Cl>>[ClH:1].[C:22]([C:19]1[CH:20]=[CH:21][C:16]([NH:15][C:13](=[O:14])[CH:12]([NH:11][S:8]([C:5]2[CH:4]=[CH:3][C:2]([Cl:1])=[CH:7][CH:6]=2)(=[O:10])=[O:9])[CH2:27][N:28]2[CH:32]=[CH:31][N:30]=[CH:29]2)=[CH:17][CH:18]=1)([OH:24])=[O:23] |f:2.3|. Reported procedure: The procedure described in Example 92 was repeated, except that (RS)-2-(4-chlorobenzenesulfonylamino)-N-(4-ethoxycarbonylphenyl)-3-(1H-imidazol-1-yl)propanamide (61.9 mg) was hydrolyzed, and then reacted with HCl to obtain (RS)-N-(4-carboxyphenyl)-2-(4-chlorobenzenesulfonylamino)-3-(1H-imidazol-1-yl)propanamide hydrochloride (44.4 mg). Reactants: ice water, [H-].[Na+] (Sodium hydride), ClC1=NC(=CC=C1[N+](=O)[O-])OC (2-chloro-6-methoxy-3-nitropyridine), C(CO)(=O)OC (methyl glycolate). The solvent is O1CCOCC1 (1,4-dioxane). Reaction conditions: time 2 hour. Product: COC1=CC=C(C(=N1)OCC(=O)OC)[N+](=O)[O-] (6-methoxy-2-(methoxycarbonyl)methoxy-3-nitropyridine). Reaction SMILES: [H-].[Na+].Cl[C:4]1[C:9]([N+:10]([O-:12])=[O:11])=[CH:8][CH:7]=[C:6]([O:13][CH3:14])[N:5]=1.[C:15]([O:19][CH3:20])(=[O:18])[CH2:16][OH:17]>O1CCOCC1>[CH3:14][O:13][C:6]1[N:5]=[C:4]([O:17][CH2:16][C:15]([O:19][CH3:20])=[O:18])[C:9]([N+:10]([O-:12])=[O:11])=[CH:8][CH:7]=1 |f:0.1|. Procedure details: Sodium hydride is added to a mixture of 2-chloro-6-methoxy-3-nitropyridine, methyl glycolate and 1,4-dioxane at 10° C. The mixture is stirred at room temperature for 2 hours, then, poured into ice water, and extracted with ethyl acetate. The organic layer is dried over anhydrous magnesium sulfate, and concentrated. The residue is subjected to silica gel column chromatography to obtain 6-methoxy-2-(methoxycarbonyl)methoxy-3-nitropyridine. Starting materials: ClC=1C=C(C=NC1)C1=NC(=CC2=C1N(C(=N2)C(=O)C2=C(C=CC=C2)F)C[C@@H]2CC[C@H](CC2)C)C2=NOC(N2)=O (3-{4-(5-chloropyridin-3-yl)-2-[(2-fluorophenyl)carbonyl]-3-[(trans-4-methylcyclohexyl)methyl]-3H-imidazo[4,5-c]pyridin-6-yl}-1,2,4-oxadiazol-5(4H)-one), C[Mg]Br (methyl magnesium bromide). Solvent: O1CCCC1 (tetrahydrofuran). Conditions: temperature -20 celsius. Yields the product ClC=1C=C(C=NC1)C1=C2C(=CC(=N1)C1=NOC(N1)=O)N=C(N2C[C@@H]2CC[C@H](CC2)C)C(C)(O)C2=C(C=CC=C2)F (3-{4-(5-chloropyridin-3-yl)-2-[1-(2-fluorophenyl)-1-hydroxyethyl]-3-[(trans-4-methylcyclohexyl)methyl]-3H-imidazo[4,5-d]pyridin-6-yl}-1,2,4-oxadiazol-5(4H)-one). As a reaction SMILES: [Cl:1][C:2]1[CH:3]=[C:4]([C:8]2[C:13]3[N:14]([CH2:26][C@H:27]4[CH2:32][CH2:31][C@H:30]([CH3:33])[CH2:29][CH2:28]4)[C:15]([C:17]([C:19]4[CH:24]=[CH:23][CH:22]=[CH:21][C:20]=4[F:25])=[O:18])=[N:16][C:12]=3[CH:11]=[C:10]([C:34]3[NH:38][C:37](=[O:39])[O:36][N:35]=3)[N:9]=2)[CH:5]=[N:6][CH:7]=1.[CH3:40][Mg]Br>O1CCCC1>[Cl:1][C:2]1[CH:3]=[C:4]([C:8]2[N:9]=[C:10]([C:34]3[NH:38][C:37](=[O:39])[O:36][N:35]=3)[CH:11]=[C:12]3[N:16]=[C:15]([C:17]([C:19]4[CH:24]=[CH:23][CH:22]=[CH:21][C:20]=4[F:25])([OH:18])[CH3:40])[N:14]([CH2:26][C@H:27]4[CH2:32][CH2:31][C@H:30]([CH3:33])[CH2:29][CH2:28]4)[C:13]=23)[CH:5]=[N:6][CH:7]=1. Procedure: To a solution of 3-{4-(5-chloropyridin-3-yl)-2-[(2-fluorophenyl)carbonyl]-3-[(trans-4-methylcyclohexyl)methyl]-3H-imidazo[4,5-d]pyridin-6-yl}-1,2,4-oxadiazol-5(4H)-one (Example 8.1, 44 mg, 0.08 mmol) in tetrahydrofuran (0.8 mL) at −78° C. was added dropwise methyl magnesium bromide (0.054 mL of 3.0 M in diethyl ether, 0.161 mmol). The reaction was stirred and slowly warmed to −20° C. over 3 hours. The reaction was then quenched via the addition of saturated aqueous ammonium chloride and extracte...